From a dataset of the Open Reaction Database (ORD), a public repository of structured organic reaction records. describe an organic reaction: reactants, conditions, products, and yield Starting materials: oil, [H-].[Na+] (sodium hydride), FC=1C=C(C=CC1)[N+](=O)[O-] (3-fluoro-nitrobenzene), Cl.CN(CCC(O)C1=CC=CC=C1)C (N,N-dimethyl-3-phenyl-3-hydroxy-propanamine hydrochloride). The solvent is CS(=O)C (dimethylsulfoxide). Run at temperature 25 celsius, time 18 hour. Product: CN(CCC(C1=CC=CC=C1)OC1=CC(=CC=C1)[N+](=O)[O-])C (N,N-dimethyl-γ-(3-nitrophenoxy)-benzene-propanamine). As a reaction SMILES: [H-].[Na+].Cl.[CH3:4][N:5]([CH3:16])[CH2:6][CH2:7][CH:8]([C:10]1[CH:15]=[CH:14][CH:13]=[CH:12][CH:11]=1)[OH:9].F[C:18]1[CH:19]=[C:20]([N+:24]([O-:26])=[O:25])[CH:21]=[CH:22][CH:23]=1>CS(C)=O>[CH3:16][N:5]([CH3:4])[CH2:6][CH2:7][CH:8]([O:9][C:18]1[CH:23]=[CH:22][CH:21]=[C:20]([N+:24]([O-:26])=[O:25])[CH:19]=1)[C:10]1[CH:15]=[CH:14][CH:13]=[CH:12][CH:11]=1 |f:0.1,2.3|. Procedure: 57 ml of dimethylsulfoxide were added at 60°-65° C. to 5.7 g of a 50% oil-sodium hydride suspension and after cooling the mixture to 25° C., 10.55 g of N,N-dimethyl-3-phenyl-3-hydroxy-propanamine hydrochloride were added thereto under an inert atmosphere. The mixture stood at room temperature and 10.6 ml of 3-fluoro-nitrobenzene were added thereto. After standing at 25° C. for 18 hours, the mixture was extracted with methylene chloride and the organic phase was washed with water and evaporated t... Starting materials: C1(CC1)COC=1C=C(C(=O)OC)C=CC1N(S(=O)(=O)C)CCN1CCN(CC1)C (methyl 3-(cyclopropylmethoxy)-4-(N-(2-(4-methylpiperazin-1-yl)ethyl)methylsulfonamido)benzoate), [Li+].[OH-] (LiOH), final solution. Solvent: C1CCOC1 (THF). Yields the product C1(CC1)COC=1C=C(C(=O)[O-])C=CC1N(S(=O)(=O)C)CCN1CCN(CC1)C.[Li+] (lithium 3-(cyclopropylmethoxy)-4-(N-(2-(4-methylpiperazin-1-yl)ethyl)methyl-sulfonamido)benzoate). As a reaction SMILES: [CH:1]1([CH2:4][O:5][C:6]2[CH:7]=[C:8]([CH:13]=[CH:14][C:15]=2[N:16]([CH2:21][CH2:22][N:23]2[CH2:28][CH2:27][N:26]([CH3:29])[CH2:25][CH2:24]2)[S:17]([CH3:20])(=[O:19])=[O:18])[C:9]([O:11]C)=[O:10])[CH2:3][CH2:2]1.[Li+:30].[OH-]>C1COCC1>[CH:1]1([CH2:4][O:5][C:6]2[CH:7]=[C:8]([CH:13]=[CH:14][C:15]=2[N:16]([CH2:21][CH2:22][N:23]2[CH2:24][CH2:25][N:26]([CH3:29])[CH2:27][CH2:28]2)[S:17]([CH3:20])(=[O:18])=[O:19])[C:9]([O-:11])=[O:10])[CH2:3][CH2:2]1.[Li+:30] |f:1.2,4.5|. Reported procedure: To a solution of methyl 3-(cyclopropylmethoxy)-4-(N-(2-(4-methylpiperazin-1-yl)ethyl)methylsulfonamido)benzoate (370 mg, 0.869 mmol) in THF (3 ml), a solution of LiOH 1M (43.8 mg, 1.043 mmol) was added. The final solution was stirred at RT for 6 hours, then the solvent was evaporated and the residue was dried under vacuum to give lithium 3-(cyclopropylmethoxy)-4-(N-(2-(4-methylpiperazin-1-yl)ethyl)methyl-sulfonamido)benzoate as a pale yellow solid (380 mg, yield considered to be quantitative, MS... The reactants are CC1=CNC=2CC(CC(C12)=O)(C)C (3,6,6,-trimethyl-1,5,6,7-tetrahydro-indol-4-one), [H-].[Na+] (sodium hydride), [NH4+].[Cl-] (NH4Cl), NC1=NC=C(C2=CC(=CC=C12)F)C(C)=NO (1-(1-amino-6-fluoro-isoquinolin-4-yl)-ethanone oxime). Solvent: CC(=O)N(C)C (dimethylacetamide). Conditions: time 0.5 hour. Product: NC1=NC=C(C2=CC(=CC=C12)N1C=C(C=2C(CC(CC12)(C)C)=O)C)C(C)=NO (1-(1-amino-4-(1-(hydroxyimino)ethyl)isoquinolin-6-yl)-3,6,6-trimethyl-6,7-dihydro-1H-indol-4(5H)-one). The yield is 12.9%. Reaction SMILES: [CH3:1][C:2]1[C:10]2[C:9](=[O:11])[CH2:8][C:7]([CH3:13])([CH3:12])[CH2:6][C:5]=2[NH:4][CH:3]=1.[H-].[Na+].[NH2:16][C:17]1[C:26]2[C:21](=[CH:22][C:23](F)=[CH:24][CH:25]=2)[C:20]([C:28](=[N:30][OH:31])[CH3:29])=[CH:19][N:18]=1.[NH4+].[Cl-]>CC(N(C)C)=O>[NH2:16][C:17]1[C:26]2[C:21](=[CH:22][C:23]([N:4]3[C:5]4[CH2:6][C:7]([CH3:13])([CH3:12])[CH2:8][C:9](=[O:11])[C:10]=4[C:2]([CH3:1])=[CH:3]3)=[CH:24][CH:25]=2)[C:20]([C:28](=[N:30][OH:31])[CH3:29])=[CH:19][N:18]=1 |f:1.2,4.5|. Procedure: To 3,6,6,-trimethyl-1,5,6,7-tetrahydro-indol-4-one (0.104 g, 1.4 eq) in dimethylacetamide (3 mL), sodium hydride (14.4 mg, 1.4 eq) is added slowly and stirred at RT for 0.5 h. Then 1-(1-amino-6-fluoro-isoquinolin-4-yl)-ethanone oxime (90 mg, 1 eq) is added and the mixture is stirred at 150° C. overnight. The reaction is poured into Sat'd NH4Cl aq. (200 mL), extracted by EtOAc (3×100 mL), dried over Na2SO4, filtered, concentrated to give a crude product. That is purified by Biotage chromatography...